Dataset: the Open Reaction Database (ORD), a public repository of structured organic reaction records. Task: describe an organic reaction: reactants, conditions, products, and yield Product: CN1C(C(CCC1)C(C(=O)OCC)=O)=O (Ethyl (1-methyl-2-oxopiperidin-3-yl)(oxo)acetate). Reaction SMILES: C(NC(C)C)(C)C.C([Li])CCC.CCCCCC.[CH3:19][N:20]1[CH2:25][CH2:24][CH2:23][CH2:22][C:21]1=[O:26].[C:27](OCC)(=[O:33])[C:28]([O:30][CH2:31][CH3:32])=[O:29]>C1COCC1>[CH3:19][N:20]1[CH2:25][CH2:24][CH2:23][CH:22]([C:27](=[O:33])[C:28]([O:30][CH2:31][CH3:32])=[O:29])[C:21]1=[O:26]. Reaction conditions: time 60 minute. The yield is 24.4%. The reactants are CN1C(CCCC1)=O (N-methyl-2-piperidone), C(C)(C)NC(C)C (diisopropylamine), C(CCC)[Li] (n-butyllithium), CCCCCC (hexane), C(C(=O)OCC)(=O)OCC (diethyl oxalate). Procedure details: 20.4 g of diisopropylamine (0.1 mol) were dissolved in 200 ml of dry THF under nitrogen and cooled in a freezing mixture. 80 ml n-butyllithium in hexane (2.5 M, 0.2 mol) were added dropwise slowly. After the addition it was allowed to stir for 60 minutes and then 22.6 g N-methyl-2-piperidone (0.2 mol) were added dropwise. The reaction mixture was stirred for another 20 min in the freezing mixture. In a second flask, 87.7 g diethyl oxalate (0.6 mol) in 100 ml of dry THF were cooled in a freezing ... Solvent: C1CCOC1 (THF), C1CCOC1 (THF). The reactants are CC(=O)O, O=Cc1ccc(-n2nc(C(F)(F)F)cc2C(F)(F)F)cc1, N#CCC(=O)c1cccc(F)c1F, C1CCNCC1, c1ccccc1. Product: N#CC(=Cc1ccc(-n2nc(C(F)(F)F)cc2C(F)(F)F)cc1)C(=O)c1cccc(F)c1F. Reaction SMILES: [C:35]([OH:36])(=[O:37])[CH3:38].[F:1][C:2]([c:3]1[n:4][n:5](-[c:12]2[cH:13][cH:14][c:15]([CH:16]=[O:17])[cH:18][cH:19]2)[c:6]([C:8]([F:9])([F:10])[F:11])[cH:7]1)([F:20])[F:21].[F:22][c:23]1[c:24]([C:30]([CH2:31][C:32]#[N:33])=[O:34])[cH:25][cH:26][cH:27][c:28]1[F:29].[NH:39]1[CH2:40][CH2:41][CH2:42][CH2:43][CH2:44]1.[cH:45]1[cH:46][cH:47][cH:48][cH:49][cH:50]1>>[F:1][C:2]([c:3]1[n:4][n:5](-[c:12]2[cH:13][cH:14][c:15]([CH:16]=[C:31]([C:30]([c:24]3[c:23]([F:22])[c:28]([F:29])[cH:27][cH:26][cH:25]3)=[O:34])[C:32]#[N:33])[cH:18][cH:19]2)[c:6]([C:8]([F:9])([F:10])[F:11])[cH:7]1)([F:20])[F:21].